From a dataset of the Open Reaction Database (ORD), a public repository of structured organic reaction records. describe an organic reaction: reactants, conditions, products, and yield Reactants: C1CCOC1, COC(=O)c1ccccc1NC(=O)CCCCC(=O)Nc1scc(-c2ccccc2)c1C(=O)OC(C)(C)C, CCOC(C)=O, [Na+], [OH-]. Yields the product [Na+], CC(C)(C)OC(=O)c1c(-c2ccccc2)csc1NC(=O)CCCCC(=O)Nc1ccccc1C(=O)[O-]. As a reaction SMILES: [CH2:47]1[O:48][CH2:49][CH2:50][CH2:51]1.[CH3:1][O:2][C:3](=[O:4])[c:5]1[c:6]([NH:11][C:12]([CH2:13][CH2:14][CH2:15][CH2:16][C:17](=[O:18])[NH:19][c:20]2[s:21][cH:22][c:23](-[c:32]3[cH:33][cH:34][cH:35][cH:36][cH:37]3)[c:24]2[C:25](=[O:26])[O:27][C:28]([CH3:29])([CH3:30])[CH3:31])=[O:38])[cH:7][cH:8][cH:9][cH:10]1.[CH3:41][CH2:42][O:43][C:44](=[O:45])[CH3:46].[Na+:40].[OH-:39]>>[Na+:40].[O:2]=[C:3]([O-:4])[c:5]1[c:6]([NH:11][C:12]([CH2:13][CH2:14][CH2:15][CH2:16][C:17](=[O:18])[NH:19][c:20]2[s:21][cH:22][c:23](-[c:32]3[cH:33][cH:34][cH:35][cH:36][cH:37]3)[c:24]2[C:25](=[O:26])[O:27][C:28]([CH3:29])([CH3:30])[CH3:31])=[O:38])[cH:7][cH:8][cH:9][cH:10]1. The reactants are C(C)OC(C1=CC=C(C=C1)CCCOCC1=CC=CC=C1)OCC (4-[3-(benzyloxy)propyl]benzaldehyde diethyl acetal), Cl (hydrochloric acid), O (water). The solvent is O1CCCC1 (tetrahydrofuran). Conditions: time 1 hour. Yields the product C(C1=CC=CC=C1)OCCCC1=CC=C(CO)C=C1 (4-[3-(benzyloxy)propyl]benzyl alcohol). Yield: 74.1%. Reaction SMILES: C([O:3][CH:4](OCC)[C:5]1[CH:10]=[CH:9][C:8]([CH2:11][CH2:12][CH2:13][O:14][CH2:15][C:16]2[CH:21]=[CH:20][CH:19]=[CH:18][CH:17]=2)=[CH:7][CH:6]=1)C.Cl.O>O1CCCC1>[CH2:15]([O:14][CH2:13][CH2:12][CH2:11][C:8]1[CH:9]=[CH:10][C:5]([CH2:4][OH:3])=[CH:6][CH:7]=1)[C:16]1[CH:17]=[CH:18][CH:19]=[CH:20][CH:21]=1. Procedure details: To a solution of ethyl diethylphosphonoacetate (4.4 mL) in tetrahydrofuran (40 mL) was added sodium hydride (60%, 0.88 g) at 0° C., and the mixture was stirred for 10 minutes. To the reaction mixture was added a solution of terephthalaldehyde mono-(diethyl acetal) (4.2 g) in tetrahydrofuran (10 mL), and the mixture was stirred at room temperature for 1.5 hours. To the reaction mixture were added a saturated aqueous ammonium chloride solution and water, and the mixture was extracted with diethyl ... Reactants: CN1C(N([C@@H](C1)C(=O)OC(C)(C)C)C([C@@H](C)OS(=O)(=O)C1=CC=C(C=C1)C)=O)=O (t-Butyl (4S)-1-methyl-3-[(2R)-2-(p-toluenesulfonyloxy)propionyl]-2-oxoimidazolidine-4-carboxylate), N[C@H](C(=O)OCC1=CC=CC=C1)CCC1=CC=CC=C1 (benzyl (2S)-2-amino-4-phenylbutyrate). Product: CN1C(N([C@@H](C1)C(=O)OC(C)(C)C)C([C@H](C)N[C@@H](CCC1=CC=CC=C1)C(=O)OCC1=CC=CC=C1)=O)=O (t-butyl (4S)-1-methyl-3-{(2S)-2-[N-((1S)-1-benzyloxycarbonyl-3-phenyl-propyl)amino]propionyl}-2-oxoimidazolidine-4-carboxylate). Isolated yield 82.3%. RXN SMILES: [CH3:1][N:2]1[CH2:6][C@@H:5]([C:7]([O:9][C:10]([CH3:13])([CH3:12])[CH3:11])=[O:8])[N:4]([C:14](=[O:28])[C@H:15](OS(C2C=CC(C)=CC=2)(=O)=O)[CH3:16])[C:3]1=[O:29].[NH2:30][C@@H:31]([CH2:42][CH2:43][C:44]1[CH:49]=[CH:48][CH:47]=[CH:46][CH:45]=1)[C:32]([O:34][CH2:35][C:36]1[CH:41]=[CH:40][CH:39]=[CH:38][CH:37]=1)=[O:33]>>[CH3:1][N:2]1[CH2:6][C@@H:5]([C:7]([O:9][C:10]([CH3:11])([CH3:12])[CH3:13])=[O:8])[N:4]([C:14](=[O:28])[C@@H:15]([NH:30][C@H:31]([C:32]([O:34][CH2:35][C:36]2[CH:41]=[CH:40][CH:39]=[CH:38][CH:37]=2)=[O:33])[CH2:42][CH2:43][C:44]2[CH:49]=[CH:48][CH:47]=[CH:46][CH:45]=2)[CH3:16])[C:3]1=[O:29]. Reported procedure: t-Butyl (4S)-1-methyl-3-[(2R)-2-(p-toluenesulfonyloxy)propionyl]-2-oxoimidazolidine-4-carboxylate (1 g) obtained in Example 1 - (1) and benzyl (2S)-2-amino-4-phenylbutyrate (1.55 g) were treated similarly as in Example 1 - (2) to give t-butyl (4S)-1-methyl-3-{(2S)-2-[N-((1S)-1-benzyloxycarbonyl-3-phenyl-propyl)amino]propionyl}-2-oxoimidazolidine-4-carboxylate (1.01 g) as colorless syrup. Yield: 82.3%. The reactants are CCN=C=NCCCN(C)C, CN(C)C=O, Cl, Cl, Cl, NC(Cc1ccc(C(F)(F)F)cc1)C(=O)c1ccc(F)cc1, O=C(O)c1cc(=O)cco1, O, On1nnc2ccccc21. Product: O=C(NC(Cc1ccc(C(F)(F)F)cc1)C(=O)c1ccc(F)cc1)c1cc(=O)cco1. RXN SMILES: [CH2:35]([N:36]=[C:37]=[N:38][CH2:39][CH2:40][CH2:41][N:42]([CH3:43])[CH3:44])[CH3:45].[CH3:57][N:58]([CH3:59])[CH:60]=[O:61].[ClH:1].[ClH:34].[ClH:56].[F:2][c:3]1[cH:4][cH:5][c:6]([C:9]([CH:10]([CH2:11][c:12]2[cH:13][cH:14][c:15]([C:18]([F:19])([F:20])[F:21])[cH:16][cH:17]2)[NH2:22])=[O:23])[cH:7][cH:8]1.[O:24]=[c:25]1[cH:26][c:27]([C:31](=[O:32])[OH:33])[o:28][cH:29][cH:30]1.[OH2:62].[OH:46][n:47]1[c:48]2[cH:49][cH:50][cH:51][cH:52][c:53]2[n:54][n:55]1>>[F:2][c:3]1[cH:4][cH:5][c:6]([C:9]([CH:10]([CH2:11][c:12]2[cH:13][cH:14][c:15]([C:18]([F:19])([F:20])[F:21])[cH:16][cH:17]2)[NH:22][C:31]([c:27]2[cH:26][c:25](=[O:24])[cH:30][cH:29][o:28]2)=[O:32])=[O:23])[cH:7][cH:8]1. Reactants: ferrous sulfate, C(C)(C)(C)OC(=O)N[C@H](C(=O)OC)CCCC(C)([N+](=O)[O-])C (Methyl (S)-2-t-butoxycarbonylamino-6-methyl-6-nitroheptanoate), [H][H] (hydrogen). Reagents/catalysts: [C].[Pd] (palladium-carbon). Solvent: O (water), CO (methanol). Product: COC([C@@H](NC(=O)OC(C)(C)C)CCCC(N)(C)C)=O (Nα-t-butoxycarbonyl-6,6-dimethyl-L-lysine Methyl Ester). Isolated yield 77.3%. Reaction SMILES: [C:1]([O:5][C:6]([NH:8][C@@H:9]([CH2:14][CH2:15][CH2:16][C:17]([CH3:22])([N+:19]([O-])=O)[CH3:18])[C:10]([O:12][CH3:13])=[O:11])=[O:7])([CH3:4])([CH3:3])[CH3:2].[H][H]>CO.O.[C].[Pd]>[CH3:13][O:12][C:10](=[O:11])[C@H:9]([CH2:14][CH2:15][CH2:16][C:17]([CH3:22])([CH3:18])[NH2:19])[NH:8][C:6]([O:5][C:1]([CH3:4])([CH3:2])[CH3:3])=[O:7] |f:4.5|. Procedure details: Methyl (S)-2-t-butoxycarbonylamino-6-methyl-6-nitroheptanoate (500 mg, 1.57 mmol) was dissolved in methanol (8 ml) and water (0.5 ml), and 5% palladium-carbon (219 mg, 50% wet) and ferrous sulfate 7 hydrate (1.32 g, 4.75 mmol) were added. The mixture was stirred at a hydrogen pressure of 3 atm and room temperature for 3 h. Palladium-carbon was removed by filtration and methanol was evaporated by concentration under reduced pressure. Ethyl acetate (50 ml), water (50 ml) and sodium carbonate were ... The product is FC=1C=C(C=CC1S(=O)(=O)N)NC(C1=CC(=C(C=C1)OC)NC)=O (N-(3′-fluoro-4′-aminosulfonylphenyl)-3-methylamino-4-methoxybenzamide). The yield is 52.0%. Reported procedure: Using 3-methylamino-4-methoxybenzoic acid and 3-fluoro-4-aminosulfonylaniline as materials, compound 98 is synthesized following a similar method as in Example 28. Yield: 52%. The reactants are CNC=1C=C(C(=O)O)C=CC1OC (3-methylamino-4-methoxybenzoic acid), FC=1C=C(N)C=CC1S(=O)(=O)N (3-fluoro-4-aminosulfonylaniline). As a reaction SMILES: [CH3:1][NH:2][C:3]1[CH:4]=[C:5]([CH:9]=[CH:10][C:11]=1[O:12][CH3:13])[C:6]([OH:8])=O.[F:14][C:15]1[CH:16]=[C:17]([CH:19]=[CH:20][C:21]=1[S:22]([NH2:25])(=[O:24])=[O:23])[NH2:18]>>[F:14][C:15]1[CH:16]=[C:17]([NH:18][C:6](=[O:8])[C:5]2[CH:9]=[CH:10][C:11]([O:12][CH3:13])=[C:3]([NH:2][CH3:1])[CH:4]=2)[CH:19]=[CH:20][C:21]=1[S:22]([NH2:25])(=[O:24])=[O:23]. Reactants: COCCN(CCOC)S(F)(F)F ([bis(2-methoxyethyl)amino]sulfur trifluoride), C(C)(C)(C)OC(=O)N1CCC(CC1)O (4-hydroxy-1-piperidinecarboxylic acid tert-butyl ester), resultant mixture. Run in C(Cl)Cl (methylene chloride). Run at temperature -78 celsius, time 30 minute. The product is C(C)(C)(C)OC(=O)N1CCC(CC1)F (4-Fluoropiperidine-N-carboxylic acid tert-butyl ester). Reaction SMILES: COCCN(S(F)(F)[F:11])CCOC.[C:14]([O:18][C:19]([N:21]1[CH2:26][CH2:25][CH:24](O)[CH2:23][CH2:22]1)=[O:20])([CH3:17])([CH3:16])[CH3:15]>C(Cl)Cl>[C:14]([O:18][C:19]([N:21]1[CH2:26][CH2:25][CH:24]([F:11])[CH2:23][CH2:22]1)=[O:20])([CH3:17])([CH3:16])[CH3:15]. Reported procedure: In an argon atmosphere and while cooling at −78° C., [bis(2-methoxyethyl)amino]sulfur trifluoride (7.33 mL) was added dropwise to 4-hydroxy-1-piperidinecarboxylic acid tert-butyl ester (4.00 g) in methylene chloride (80 mL), followed by stirring for 30 minutes. The resultant mixture was stirred at 0° C. for 30 minutes and then at room temperature for 2 hours. The reaction mixture was partitioned by use of saturated aqueous sodium hydrogencarbonate and chloroform. The organic layer was dried over...